From a dataset of the Open Reaction Database (ORD), a public repository of structured organic reaction records. describe an organic reaction: reactants, conditions, products, and yield Starting materials: C, CC(=O)O, CCOC(C)=O, CCCCCC, CCOC(C)=O, C[Si](C)(C)Cl, ClCCl, Nc1cc(C(=O)O)c(Cl)cc1C(=O)c1ccccc1, O=C(Cl)OCc1cccc2c1Cc1ccccc1-2, c1ccncc1. Product: O=C(Nc1cc(C(=O)O)c(Cl)cc1C(=O)c1ccccc1)OCc1cccc2c1Cc1ccccc1-2. Reaction SMILES: [C:49].[C:53]([OH:54])(=[O:55])[CH3:56].[C:63]([O:64][CH2:65][CH3:66])(=[O:67])[CH3:68].[CH3:57][CH2:58][CH2:59][CH2:60][CH2:61][CH3:62].[CH3:69][CH2:70][O:71][C:72](=[O:73])[CH3:74].[Cl:20][Si:21]([CH3:22])([CH3:23])[CH3:24].[Cl:50][CH2:51][Cl:52].[NH2:1][c:2]1[cH:3][c:4]([C:5](=[O:6])[OH:7])[c:8]([Cl:19])[cH:9][c:10]1[C:11]([c:12]1[cH:13][cH:14][cH:15][cH:16][cH:17]1)=[O:18].[c:31]1([CH2:44][O:45][C:46](=[O:47])[Cl:48])[cH:32][cH:33][cH:34][c:35]2[c:43]1[CH2:42][c:41]1[c:36]-2[cH:37][cH:38][cH:39][cH:40]1.[cH:25]1[cH:26][cH:27][n:28][cH:29][cH:30]1>>[NH:1]([c:2]1[cH:3][c:4]([C:5](=[O:6])[OH:7])[c:8]([Cl:19])[cH:9][c:10]1[C:11]([c:12]1[cH:13][cH:14][cH:15][cH:16][cH:17]1)=[O:18])[C:46]([O:45][CH2:44][c:31]1[cH:32][cH:33][cH:34][c:35]2[c:43]1[CH2:42][c:41]1[c:36]-2[cH:37][cH:38][cH:39][cH:40]1)=[O:47]. The reactants are CO, O=C(O)C1CC(I)CCN1, O=S(=O)(O)O. Product: COC(=O)C1CC(I)CCN1. RXN SMILES: [CH3:16][OH:17].[I:1][CH:2]1[CH2:3][CH:4]([C:8](=[O:9])[OH:10])[NH:5][CH2:6][CH2:7]1.[S:11](=[O:12])(=[O:13])([OH:14])[OH:15]>>[I:1][CH:2]1[CH2:3][CH:4]([C:8]([O:9][CH3:16])=[O:10])[NH:5][CH2:6][CH2:7]1.